Dataset: the Open Reaction Database (ORD), a public repository of structured organic reaction records. Task: describe an organic reaction: reactants, conditions, products, and yield Starting materials: [N+](=O)([O-])C1=C(C=CC=C1)CC(C(=O)O)=O (3-(2-Nitro-phenyl)-2-oxo-propionic acid), ClC=1C=C(C=CC1Cl)C=1N=C(SC1)NN (4-(3,4-dichloro-phenyl)-thiazol-2-yl-hydrazine). Solvent: C(C)(=O)O (acetic acid), C(C)O (ethanol). Run at temperature 90 celsius, time 1 hour. The product is ClC=1C=C(C=CC1Cl)C=1N=C(SC1)NN=C(C(=O)O)CC1=C(C=CC=C1)[N+](=O)[O-] (2-{[4-(3,4-Dichloro-phenyl)-thiazol-2-yl]-hydrazono}-3-(2-nitro-phenyl)-propionic acid). Isolated yield 133.0%. As a reaction SMILES: [N+:1]([C:4]1[CH:9]=[CH:8][CH:7]=[CH:6][C:5]=1[CH2:10][C:11](=O)[C:12]([OH:14])=[O:13])([O-:3])=[O:2].[Cl:16][C:17]1[CH:18]=[C:19]([C:24]2[N:25]=[C:26]([NH:29][NH2:30])[S:27][CH:28]=2)[CH:20]=[CH:21][C:22]=1[Cl:23]>C(O)(=O)C.C(O)C>[Cl:16][C:17]1[CH:18]=[C:19]([C:24]2[N:25]=[C:26]([NH:29][N:30]=[C:11]([CH2:10][C:5]3[CH:6]=[CH:7][CH:8]=[CH:9][C:4]=3[N+:1]([O-:3])=[O:2])[C:12]([OH:14])=[O:13])[S:27][CH:28]=2)[CH:20]=[CH:21][C:22]=1[Cl:23]. Procedure details: 3-(2-Nitro-phenyl)-2-oxo-propionic acid (1.0 mmol, 209 mg) in 5% acetic acid (2 mL) was added in to solution of 4-(3,4-dichloro-phenyl)-thiazol-2-yl-hydrazine (1.0 mmol, 259 mg) in ethanol (4 mL). The reaction mixture was stirred at 90° C. for 1 h and cooled to 0° C.; the orange solid was precipitated out, filtered and washed by water. Recrystallization from MeOH—H2O afford the final product as a yellow powder (600 mg, 66.7%). mp ; Z/E isomer was further separated by HPLC-MS, using gradient elut... Starting materials: COC[C@H](C)N ((S)-1-methoxy-2-propylamine), ClC1=NC=NC(=N1)C1=NC(=NC=C1)Cl (2-chloro-4-(2-chloro-4-pyrimidinyl)-1,3,5-triazine), ClC1=NC=NC(=N1)C1=NC(=NC=C1)Cl (2-chloro-4-(2-chloro-4-pyrimidinyl)-1,3,5-triazine), FC=1C=C(N)C=C(C1)[N+](=O)[O-] (3-fluoro-5-nitroaniline). Run at temperature 50 celsius, time 1 hour. Yields the product FC=1C=C(C=C(C1)[N+](=O)[O-])NC1=NC=NC(=N1)C1=NC(=NC=C1)N[C@H](COC)C (N-(3-fluoro-5-nitrophenyl)-4-[2-[[(1S)-2-methoxy-1-methylethyl]amino]-4-pyrimidinyl]-1,3,5-triazin-2-amine). Procedure: To a solution of 2-chloro-4-(2-chloro-4-pyrimidinyl)-1,3,5-triazine (i.e., the product of Example 1, Step B) (68 mg, 0.30 mmol) in tetrahydrofuran (2.0 mL) was added 3-fluoro-5-nitroaniline (72 mg, 0.46 mmol), and the resulting mixture was stirred at 50° C. for 1 h to form a yellow suspension. To this suspension was added (S)-1-methoxy-2-propylamine (0.2 mL), and the resulting mixture was refluxed for 3 h. The solution was concentrated and purified using column chromatography on silica gel elute... The solvent is O1CCCC1 (tetrahydrofuran). RXN SMILES: Cl[C:2]1[N:7]=[C:6]([C:8]2[CH:13]=[CH:12][N:11]=[C:10](Cl)[N:9]=2)[N:5]=[CH:4][N:3]=1.[F:15][C:16]1[CH:17]=[C:18]([CH:20]=[C:21]([N+:23]([O-:25])=[O:24])[CH:22]=1)[NH2:19].[CH3:26][O:27][CH2:28][C@@H:29]([NH2:31])[CH3:30]>O1CCCC1>[F:15][C:16]1[CH:17]=[C:18]([NH:19][C:2]2[N:7]=[C:6]([C:8]3[CH:13]=[CH:12][N:11]=[C:10]([NH:31][C@@H:29]([CH3:30])[CH2:28][O:27][CH3:26])[N:9]=3)[N:5]=[CH:4][N:3]=2)[CH:20]=[C:21]([N+:23]([O-:25])=[O:24])[CH:22]=1. Starting materials: ClCC=1N=C(N(C1)C(C1=CC=CC=C1)(C1=CC=CC=C1)C1=CC=CC=C1)F (4-chloromethyl-2-fluoro-1-triphenylmethylimidazole), [N+](#[C-])CC(=O)OCC.CC(C)([O-])C.[K+] (ethyl isocyanoacetate potassium t-butoxide). The solvent is C1CCOC1 (THF). Product: C(C)OC(=O)C(CC=1N=C(N(C1)C(C1=CC=CC=C1)(C1=CC=CC=C1)C1=CC=CC=C1)F)[N+]#[C-] (4-(2-ethoxycarbonyl-2-isocyanoethyl)-2-fluoro-1-triphenylmethylimidazole). RXN SMILES: Cl[CH2:2][C:3]1[N:4]=[C:5]([F:27])[N:6]([C:8]([C:21]2[CH:26]=[CH:25][CH:24]=[CH:23][CH:22]=2)([C:15]2[CH:20]=[CH:19][CH:18]=[CH:17][CH:16]=2)[C:9]2[CH:14]=[CH:13][CH:12]=[CH:11][CH:10]=2)[CH:7]=1.[N+:28]([CH2:30][C:31]([O:33][CH2:34][CH3:35])=[O:32])#[C-:29].CC(C)([O-])C.[K+]>C1COCC1>[CH2:34]([O:33][C:31]([CH:30]([N+:28]#[C-:29])[CH2:2][C:3]1[N:4]=[C:5]([F:27])[N:6]([C:8]([C:21]2[CH:26]=[CH:25][CH:24]=[CH:23][CH:22]=2)([C:15]2[CH:20]=[CH:19][CH:18]=[CH:17][CH:16]=2)[C:9]2[CH:14]=[CH:13][CH:12]=[CH:11][CH:10]=2)[CH:7]=1)=[O:32])[CH3:35] |f:1.2.3|. Procedure: Reaction of 4-chloromethyl-2-fluoro-1-triphenylmethylimidazole with ethyl isocyanoacetate/potassium t-butoxide in THF followed by chromatography on silica gel gave 4-(2-ethoxycarbonyl-2-isocyanoethyl)-2-fluoro-1-triphenylmethylimidazole having the following n.m.r. in CDCl3 : 1.24 (t, 2H); 2.7-3.17 (d, 2H); 4.18 (q, 1H); 4.5 (dd, 1H); 6.4 (s, 1H); 7.0-7.4 (m, 15H). Reactants: COC(=O)C(O)c1ccccc1CBr, O=C([O-])[O-], CC(C)=O, ON=Cc1ccccc1, [K+], [K+], O. Product: COC(=O)C(O)c1ccccc1CON=Cc1ccccc1. As a reaction SMILES: [Br:16][CH2:17][c:18]1[c:19]([CH:24]([C:25](=[O:26])[O:27][CH3:28])[OH:29])[cH:20][cH:21][cH:22][cH:23]1.[C:10](=[O:11])([O-:12])[O-:13].[CH3:31][C:32](=[O:33])[CH3:34].[CH:1]([c:2]1[cH:3][cH:4][cH:5][cH:6][cH:7]1)=[N:8][OH:9].[K+:14].[K+:15].[OH2:30]>>[CH:1]([c:2]1[cH:3][cH:4][cH:5][cH:6][cH:7]1)=[N:8][O:9][CH2:17][c:18]1[c:19]([CH:24]([C:25](=[O:26])[O:27][CH3:28])[OH:29])[cH:20][cH:21][cH:22][cH:23]1.